Dataset: the Open Reaction Database (ORD), a public repository of structured organic reaction records. Task: describe an organic reaction: reactants, conditions, products, and yield Reactants: C(C)N(C(C)C)C(C)C (N-ethyldiisopropylamine), [Cl-].[Na+] (sodium chloride), C1(=CC=CC=C1)C(OC1CCN(CC1)CCCN)C1=CC=CC=C1 (4-(diphenylmethoxy)-1-piperidinepropanamine), ClC=1C(=CC=2N(N1)N=CN2)C(=O)OC (methyl (6-chloro[1,2,4]triazolo[1,5-b]pyridazin-7-yl)carboxylate). Run in CN(C=O)C (N,N-dimethylformamide), O (water). Run at temperature 70 celsius, time 6 hour. Product: C1(=CC=CC=C1)C(OC1CCN(CC1)CCCNC=1C(=CC=2N(N1)N=CN2)C(=O)OC)C2=CC=CC=C2 (methyl [6-[3-[4-(diphenylmethoxy)piperidino]propylamino][1,2,4]triazolo[1,5-b]pyridazin-7-yl]carboxylate). The yield is 41.4%. RXN SMILES: [C:1]1([CH:7]([C:19]2[CH:24]=[CH:23][CH:22]=[CH:21][CH:20]=2)[O:8][CH:9]2[CH2:14][CH2:13][N:12]([CH2:15][CH2:16][CH2:17][NH2:18])[CH2:11][CH2:10]2)[CH:6]=[CH:5][CH:4]=[CH:3][CH:2]=1.Cl[C:26]1[C:27]([C:35]([O:37][CH3:38])=[O:36])=[CH:28][C:29]2[N:30]([N:32]=[CH:33][N:34]=2)[N:31]=1.C(N(C(C)C)C(C)C)C.[Cl-].[Na+]>CN(C)C=O.O>[C:19]1([CH:7]([C:1]2[CH:2]=[CH:3][CH:4]=[CH:5][CH:6]=2)[O:8][CH:9]2[CH2:14][CH2:13][N:12]([CH2:15][CH2:16][CH2:17][NH:18][C:26]3[C:27]([C:35]([O:37][CH3:38])=[O:36])=[CH:28][C:29]4[N:30]([N:32]=[CH:33][N:34]=4)[N:31]=3)[CH2:11][CH2:10]2)[CH:24]=[CH:23][CH:22]=[CH:21][CH:20]=1 |f:3.4|. Procedure: 1.42 g of 4-(diphenylmethoxy)-1-piperidinepropanamine and 929 mg of methyl (6-chloro[1,2,4]triazolo[1,5-b]pyridazin-7-yl)carboxylate were dissolved in 20 ml of N,N-dimethylformamide; 1.51 ml of N-ethyldiisopropylamine was added, followed by stirring at 70° C. for 6 hours. After cooling, water was added; the mixture was saturated with sodium chloride and extracted with ethyl acetate-tetrahydrofuran (1:1); the extract was dried with magnesium sulfate. The dry product was concentrated under reduced... Starting materials: [OH-].[Na+] (sodium hydroxide), C(\C=C\C(=O)O)(=O)O (fumaric acid), [Cl-].[Al+3].[Cl-].[Cl-] (aluminum chloride), CN1C(C(OC2=C3C1=C1CCCCC1=NC3=CC=C2)C2=CC=CC=C2)=O (1,3,9,10,11,12-hexahydro-1-methyl-3-phenyl-2H-quino[4,3,2-ef][1,4]benzoxazepin-2-one), [H-].[Al+3].[Li+].[H-].[H-].[H-] (lithium aluminum hydride). Solvent: methanol-ether, O1CCCC1 (tetrahydrofuran), O1CCCC1 (tetrahydrofuran). Reaction conditions: time 15 minute. The product is C(\C=C/C(=O)O)(=O)O.CN1CC(OC2=C3C1=C1CCCCC1=NC3=CC=C2)C2=CC=CC=C2 (2,3,9,10,11,12-Hexahydro-1-methyl-3-phenyl-1H-quino[4,3,2-ef][1,4]benzoxazepine maleate). Yield: 56.7%. RXN SMILES: [H-].[Al+3].[Li+].[H-].[H-].[H-].[Cl-].[Al+3].[Cl-].[Cl-].[CH3:11][N:12]1[C:18]2=[C:19]3[C:24](=[N:25][C:26]4=[CH:27][CH:28]=[CH:29][C:16](=[C:17]24)[O:15][CH:14]([C:30]2[CH:35]=[CH:34][CH:33]=[CH:32][CH:31]=2)[C:13]1=O)[CH2:23][CH2:22][CH2:21][CH2:20]3.[OH-].[Na+].[C:39]([OH:46])(=[O:45])/[CH:40]=[CH:41]/[C:42]([OH:44])=[O:43]>O1CCCC1>[C:39]([OH:46])(=[O:45])/[CH:40]=[CH:41]\[C:42]([OH:44])=[O:43].[CH3:11][N:12]1[C:18]2=[C:19]3[C:24](=[N:25][C:26]4=[CH:27][CH:28]=[CH:29][C:16](=[C:17]24)[O:15][CH:14]([C:30]2[CH:31]=[CH:32][CH:33]=[CH:34][CH:35]=2)[CH2:13]1)[CH2:23][CH2:22][CH2:21][CH2:20]3 |f:0.1.2.3.4.5,6.7.8.9,11.12,15.16|. Procedure details: A solution of lithium aluminum hydride in tetrahydrofuran (1M, 14.0 ml) was added to dry tetrahydrofuran (30 ml) followed by aluminum chloride (1.86 g). The mixture was stirred for 15 mins and 1,3,9,10,11,12-hexahydro-1-methyl-3-phenyl-2H-quino[4,3,2-ef][1,4]benzoxazepin-2-one (4.00 g) was added, with stirring. After 30 mins, 10% sodium hydroxide solution was added, and the mixture was extracted with ethyl acetate. The organic phase was dried over anhydrous magnesium sulfate, filtered, and the f... The reactants are Cl.N1C[C@@H](CCC1)NC(=O)C1=CNC2=C1N=CN=C2C2=C(C=C(C(=C2)F)OC)OCC2CC2 (4-(2-cyclopropylmethoxy-5-fluoro-4-methoxy-phenyl)-5H-pyrrolo[3,2-d]pyrimidine-7-carboxylic acid (R)-piperidin-3-ylamide hydrochloride), ClC(=O)[C@H](C)OC(C)=O (acetic acid (S)-1-chlorocarbonyl-ethyl ester). Yields the product O[C@H](C(=O)N1C[C@@H](CCC1)NC(=O)C1=CNC2=C1N=CN=C2C2=C(C=C(C(=C2)F)OC)OCC2CC2)C (4-(2-Cyclopropylmethoxy-5-fluoro-4-methoxy-phenyl)-5H-pyrrolo[3,2-d]pyrimidine-7-carboxylic acid [(R)-1-((S)-2-hydroxy-propanoyl)piperidin-3-yl]-amide). RXN SMILES: Cl.[NH:2]1[CH2:7][CH2:6][CH2:5][C@@H:4]([NH:8][C:9]([C:11]2[C:15]3[N:16]=[CH:17][N:18]=[C:19]([C:20]4[CH:25]=[C:24]([F:26])[C:23]([O:27][CH3:28])=[CH:22][C:21]=4[O:29][CH2:30][CH:31]4[CH2:33][CH2:32]4)[C:14]=3[NH:13][CH:12]=2)=[O:10])[CH2:3]1.Cl[C:35]([C@@H:37]([O:39]C(=O)C)[CH3:38])=[O:36]>>[OH:39][C@@H:37]([CH3:38])[C:35]([N:2]1[CH2:7][CH2:6][CH2:5][C@@H:4]([NH:8][C:9]([C:11]2[C:15]3[N:16]=[CH:17][N:18]=[C:19]([C:20]4[CH:25]=[C:24]([F:26])[C:23]([O:27][CH3:28])=[CH:22][C:21]=4[O:29][CH2:30][CH:31]4[CH2:32][CH2:33]4)[C:14]=3[NH:13][CH:12]=2)=[O:10])[CH2:3]1)=[O:36] |f:0.1|. Procedure: Starting from 4-(2-cyclopropylmethoxy-5-fluoro-4-methoxy-phenyl)-5H-pyrrolo[3,2-d]pyrimidine-7-carboxylic acid (R)-piperidin-3-ylamide hydrochloride (example A167) and acetic acid (S)-1-chlorocarbonyl-ethyl ester the title compound is obtained as colorless solid. Reactants: CCCC[Sn](CCCC)(CCCC)O[Sn](CCCC)(CCCC)CCCC (bis(tributyltin) oxide), OCCC1=NC=CC=C1 (2-(β-hydroxyethyl)pyridine), O (water). Run in C1=CC=CC=C1 (benzene). Yields the product C(CCC)[Sn](CCCC)(CCCC)OCCC1=NC=CC=C1 (2-(2-Pyridyl)ethyl Tributylstannyl Ether). As a reaction SMILES: CCCC[Sn]([O:14][Sn:15]([CH2:24][CH2:25][CH2:26][CH3:27])([CH2:20][CH2:21][CH2:22][CH3:23])[CH2:16][CH2:17][CH2:18][CH3:19])(CCCC)CCCC.O[CH2:29][CH2:30][C:31]1[CH:36]=[CH:35][CH:34]=[CH:33][N:32]=1.O>C1C=CC=CC=1>[CH2:24]([Sn:15]([O:14][CH2:29][CH2:30][C:31]1[CH:36]=[CH:35][CH:34]=[CH:33][N:32]=1)([CH2:16][CH2:17][CH2:18][CH3:19])[CH2:20][CH2:21][CH2:22][CH3:23])[CH2:25][CH2:26][CH3:27]. Reported procedure: 2-(2-Pyridyl)ethyl Tributylstannyl Ether is prepared from 59.6 gm (0.1 mole) of bis(tributyltin) oxide and 24.6 gm (0.2 mole) 2-(β-hydroxyethyl)pyridine in 200 ml benzene. This is stirred and heated to reflux in a system that contains a Dean-Starke tube. After 30 minutes refluxing water began to collect in the Dean-Starke tube and after refluxing 22 hours a total of 2.0 ml of water (theory 1.8 ml) had collected. This is evaporated on a rotating evaporator to provide 82.6 gm of straw colored liqu... Reactants: C([O-])([O-])=O.[K+].[K+] (potassium carbonate), ice water, C1OC=2C=C(C=CC2O1)C=1N=C(NC1C1=CC2=C(C=C1)OCO2)S (4,5-bis(3,4-methylenedioxyphenyl)-2-mercaptoimidazole), BrCCBr (1,2-dibromoethane). Run in CN(C=O)C (dimethylformamide). Product: alumina chloroform, C1OC=2C=C(C=CC2O1)C1=C(N=C2SCCN21)C2=CC1=C(C=C2)OCO1 (5,6-bis(3,4-methylenedioxyphenyl)-2,3-dihyroimidazo[2,1-b]thiazole). RXN SMILES: [CH2:1]1[O:9][C:8]2[CH:7]=[CH:6][C:5]([C:10]3[N:11]=[C:12]([SH:24])[NH:13][C:14]=3[C:15]3[CH:20]=[CH:19][C:18]4[O:21][CH2:22][O:23][C:17]=4[CH:16]=3)=[CH:4][C:3]=2[O:2]1.Br[CH2:26][CH2:27]Br.C(=O)([O-])[O-].[K+].[K+]>CN(C)C=O>[CH2:22]1[O:21][C:18]2[CH:19]=[CH:20][C:15]([C:14]3[N:13]4[C:12]([S:24][CH2:26][CH2:27]4)=[N:11][C:10]=3[C:5]3[CH:6]=[CH:7][C:8]4[O:9][CH2:1][O:2][C:3]=4[CH:4]=3)=[CH:16][C:17]=2[O:23]1 |f:2.3.4|. Reported procedure: A slurry of 3.5 g. (0.01 mole) of 4,5-bis(3,4-methylenedioxyphenyl)-2-mercaptoimidazole, 2.0 g. (0.01 mole) of 1,2-dibromoethane and 2 g. (0.014 mole) of potassium carbonate in dimethylformamide (45 ml.) was refluxed for 2.5 hours and then poured into 500 ml. of ice water. The precipitate was collected, washed with water and dried. Chromatography (alumina/chloroform) gave 5,6-bis(3,4-methylenedioxyphenyl)-2,3-dihyroimidazo[2,1-b]thiazole. This was dissolved in methanol and treated with aqueous h... Starting materials: Cc1cc(N)ncc1Br, CC(C)(C)OC(=O)N1CC=C(B2OC(C)(C)C(C)(C)O2)CC1, [Na+], [Na+], O=C([O-])[O-], CN(C)C=O, O, [Pd], c1ccc(P(c2ccccc2)c2ccccc2)cc1, c1ccc(P(c2ccccc2)c2ccccc2)cc1, c1ccc(P(c2ccccc2)c2ccccc2)cc1, c1ccc(P(c2ccccc2)c2ccccc2)cc1. The product is Cc1cc(N)ncc1C1=CCN(C(=O)OC(C)(C)C)CC1. Reaction SMILES: [Br:1][c:2]1[c:3]([CH3:9])[cH:4][c:5]([NH2:8])[n:6][cH:7]1.[CH3:10][C:11]1([CH3:12])[C:13]([CH3:14])([CH3:15])[O:16][B:17]([C:18]2=[CH:19][CH2:20][N:21]([C:24](=[O:25])[O:26][C:27]([CH3:28])([CH3:29])[CH3:30])[CH2:22][CH2:23]2)[O:31]1.[Na+:32].[Na+:33].[O-:34][C:35](=[O:36])[O-:37].[O:38]=[CH:39][N:40]([CH3:41])[CH3:42].[OH2:43].[Pd:44].[c:102]1([P:103]([c:104]2[cH:105][cH:106][cH:107][cH:108][cH:109]2)[c:110]2[cH:111][cH:112][cH:113][cH:114][cH:115]2)[cH:116][cH:117][cH:118][cH:119][cH:120]1.[c:45]1([P:46]([c:47]2[cH:48][cH:49][cH:50][cH:51][cH:52]2)[c:53]2[cH:54][cH:55][cH:56][cH:57][cH:58]2)[cH:59][cH:60][cH:61][cH:62][cH:63]1.[c:64]1([P:65]([c:66]2[cH:67][cH:68][cH:69][cH:70][cH:71]2)[c:72]2[cH:73][cH:74][cH:75][cH:76][cH:77]2)[cH:78][cH:79][cH:80][cH:81][cH:82]1.[c:83]1([P:84]([c:85]2[cH:86][cH:87][cH:88][cH:89][cH:90]2)[c:91]2[cH:92][cH:93][cH:94][cH:95][cH:96]2)[cH:97][cH:98][cH:99][cH:100][cH:101]1>>[c:2]1([C:18]2=[CH:19][CH2:20][N:21]([C:24](=[O:25])[O:26][C:27]([CH3:28])([CH3:29])[CH3:30])[CH2:22][CH2:23]2)[c:3]([CH3:9])[cH:4][c:5]([NH2:8])[n:6][cH:7]1.